Task: describe an organic reaction: reactants, conditions, products, and yield. Dataset: the Open Reaction Database (ORD), a public repository of structured organic reaction records Reactants: FC1=CC=C(C=C1)C1(CCCC1)C(=O)O (1-(4-fluoro phenyl)cyclopentanecarboxylic acid), NCCCN1CCC(CC1)C=1C=C(C=CC1)NC(C(C)C)=O (N-{3-[1-(3-aminopropyl)-4-piperidinyl]phenyl}-2-methylpropanamide), C(Cl)(Cl)Cl (CHCl3). Solvent: CN(C)C=O (DMF). Product: FC1=CC=C(C=C1)C1(CCCC1)C(=O)NCCCN1CCC(CC1)C1=CC(=CC=C1)NC(C(C)C)=O (1-(4-FLUOROPHENYL)-N-(3-{4-[3-(ISOBUTYRYLAMINO)PHENYL]-1-PIPERIDINYL}PROPYL)CYCLOPENTANECARBOXAMIDE). RXN SMILES: [F:1][C:2]1[CH:7]=[CH:6][C:5]([C:8]2([C:13]([OH:15])=O)[CH2:12][CH2:11][CH2:10][CH2:9]2)=[CH:4][CH:3]=1.[NH2:16][CH2:17][CH2:18][CH2:19][N:20]1[CH2:25][CH2:24][CH:23]([C:26]2[CH:27]=[C:28]([NH:32][C:33](=[O:37])[CH:34]([CH3:36])[CH3:35])[CH:29]=[CH:30][CH:31]=2)[CH2:22][CH2:21]1.C(Cl)(Cl)Cl>CN(C=O)C>[F:1][C:2]1[CH:3]=[CH:4][C:5]([C:8]2([C:13]([NH:16][CH2:17][CH2:18][CH2:19][N:20]3[CH2:25][CH2:24][CH:23]([C:26]4[CH:31]=[CH:30][CH:29]=[C:28]([NH:32][C:33](=[O:37])[CH:34]([CH3:35])[CH3:36])[CH:27]=4)[CH2:22][CH2:21]3)=[O:15])[CH2:9][CH2:10][CH2:11][CH2:12]2)=[CH:6][CH:7]=1. Procedure: Example 36 was prepared from 1-(4-fluoro phenyl)cyclopentanecarboxylic acid and N-{3-[1-(3-aminopropyl)-4-piperidinyl]phenyl}-2-methylpropanamide according to the procedures described in Scheme 9: 1H NMR (400 MHz, CDCl3) δ 7.53 (s, 1H), 7.33 (dd, 2H, J=5.8, 3.6 Hz,), 7.29–7.26 (m, 2H), 7.25–7.20 (m, 1H), 7.02–6.95 (m, 2H), 6.93 (d, 1H, J=7.1 Hz), 6.54–6.49 (m, 1H), 3.26 (q, 2H, J=6.5 Hz), 3.22–3.14 (m, 1H), 2.90 (d, 1H, J=12.0 Hz), 2.55–2.37 (m, 4H), 2.29 (t, 2H, J=6.5 Hz), 2.06 (s, 4H), 2.00–1....